From a dataset of the Open Reaction Database (ORD), a public repository of structured organic reaction records. describe an organic reaction: reactants, conditions, products, and yield Starting materials: COC(OC)OC, COc1cc(C=O)cc(OC)c1OC, C[O-], CO, Cl, [Na+]. As a reaction SMILES: [CH3:15][O:16][CH:17]([O:18][CH3:19])[O:20][CH3:21].[CH3:1][O:2][c:3]1[cH:4][c:5]([CH:6]=[O:7])[cH:8][c:9]([O:13][CH3:14])[c:10]1[O:11][CH3:12].[CH3:23][O-:24].[CH3:26][OH:27].[ClH:22].[Na+:25]>>[CH3:1][O:2][c:3]1[cH:4][c:5]([CH:17]([O:18][CH3:19])[O:20][CH3:21])[cH:8][c:9]([O:13][CH3:14])[c:10]1[O:11][CH3:12]. The product is COc1cc(C(OC)OC)cc(OC)c1OC. Reactants: CCOC(=O)Cn1ccc(C=C2CN(C(C(=O)C3CC3)c3ccccc3F)CCC2SC(C)=O)n1, Cl, Cl. The product is Cl, CCOC(=O)Cn1ccc(C=C2CN(C(C(=O)C3CC3)c3ccccc3F)CCC2S)n1. Reaction SMILES: [C:2](=[O:3])([CH3:4])[S:5][CH:6]1[C:7](=[CH:25][c:26]2[n:27][n:28]([CH2:31][C:32](=[O:33])[O:34][CH2:35][CH3:36])[cH:29][cH:30]2)[CH2:8][N:9]([CH:12]([C:13](=[O:14])[CH:15]2[CH2:16][CH2:17]2)[c:18]2[c:19]([F:24])[cH:20][cH:21][cH:22][cH:23]2)[CH2:10][CH2:11]1.[ClH:1].[ClH:37]>>[ClH:1].[SH:5][CH:6]1[C:7](=[CH:25][c:26]2[n:27][n:28]([CH2:31][C:32](=[O:33])[O:34][CH2:35][CH3:36])[cH:29][cH:30]2)[CH2:8][N:9]([CH:12]([C:13](=[O:14])[CH:15]2[CH2:16][CH2:17]2)[c:18]2[c:19]([F:24])[cH:20][cH:21][cH:22][cH:23]2)[CH2:10][CH2:11]1. The reactants are ice water, C(C)(C)(C)OC(=O)NC(CO)(C)C (2-tert-butoxycarbonylamino-2-methyl-1-propanol), [OH-].[Na+] (NaOH), C1(=CC=C(C=C1)S(=O)(=O)Cl)C (p-toluenesulfonyl chloride). The solvent is CCOCC (Et2O). Yields the product C1(=CC=C(C=C1)S(=O)(=O)OCC(C)(C)NC(=O)OC(C)(C)C)C (2-tert-butoxycarbonylamino-2-methyl-1-propyl p-toluenesulfonate). The yield is 82.2%. Reaction SMILES: [C:1]([O:5][C:6]([NH:8][C:9]([CH3:13])([CH3:12])[CH2:10][OH:11])=[O:7])([CH3:4])([CH3:3])[CH3:2].[OH-].[Na+].[C:16]1([CH3:26])[CH:21]=[CH:20][C:19]([S:22](Cl)(=[O:24])=[O:23])=[CH:18][CH:17]=1>CCOCC>[C:16]1([CH3:26])[CH:21]=[CH:20][C:19]([S:22]([O:11][CH2:10][C:9]([NH:8][C:6]([O:5][C:1]([CH3:4])([CH3:3])[CH3:2])=[O:7])([CH3:13])[CH3:12])(=[O:24])=[O:23])=[CH:18][CH:17]=1 |f:1.2|. Procedure details: To a stirred suspension of 2-tert-butoxycarbonylamino-2-methyl-1-propanol (5.7 g, 30.11 mmol) and powdered NaOH (6.7 g, 0.151 mol) in Et2O (200 mL) was added p-toluenesulfonyl chloride (6.9 g, 36.14 mmol) at room temp. The stirred resulting mixture was heated under reflux for 8 hr. After cooling, ice-water (100 mL) was added to the solution. Separated Et2O layer was washed with brine, dried over Na2SO4, and evaporated. To the residue was added n-hexane and triturated. The solid was collected to ... The reactants are FC1=C(C=CC(=C1F)O)C1=NC=C(C=N1)CCCCCCCC (2-(2,3-difluoro-4-hydroxyphenyl)-5-octylpyrimidine), BrCCCCCCC=C (8-bromo-1-octene), C([O-])([O-])=O.[Cs+].[Cs+] (cesium carbonate). The solvent is CC(=O)C (acetone). The product is FC1=C(C=CC(=C1F)OCCCCCCC=C)C1=NC=C(C=N1)CCCCCCCC (2-(2,3-Difluoro-4-oct-7-enyloxyphenyl)-5-octylpyrimidine). Reaction SMILES: [F:1][C:2]1[C:7]([F:8])=[C:6]([OH:9])[CH:5]=[CH:4][C:3]=1[C:10]1[N:15]=[CH:14][C:13]([CH2:16][CH2:17][CH2:18][CH2:19][CH2:20][CH2:21][CH2:22][CH3:23])=[CH:12][N:11]=1.Br[CH2:25][CH2:26][CH2:27][CH2:28][CH2:29][CH2:30][CH:31]=[CH2:32].C(=O)([O-])[O-].[Cs+].[Cs+]>CC(C)=O>[F:1][C:2]1[C:7]([F:8])=[C:6]([O:9][CH2:32][CH2:31][CH2:30][CH2:29][CH2:28][CH2:27][CH:26]=[CH2:25])[CH:5]=[CH:4][C:3]=1[C:10]1[N:11]=[CH:12][C:13]([CH2:16][CH2:17][CH2:18][CH2:19][CH2:20][CH2:21][CH2:22][CH3:23])=[CH:14][N:15]=1 |f:2.3.4|. Reported procedure: A suspension of 2-(2,3-difluoro-4-hydroxyphenyl)-5-octylpyrimidine (1.00 g, 3.07 mmol), 8-bromo-1-octene (0.59 g, 3.07 mmol) and cesium carbonate (1.99 g, 6.14 mmol) in acetone (70 ml) was heated under reflux for 18 h. The reaction mixture was cooled to room temperature, washed with water and the organic layer extracted in ethyl acetate/hexane (3 times, 1:1). The combined extracts were washed with brine, dried (MgSO4) and the solvent removed in vacuo. The residues were purified by column chromat... Reactants: CC(C)(C)OC(=O)NCc1cccc(-c2cc(Br)c3c(N)ncnn23)c1, O=C([O-])[O-], CC1(C)OB(c2ccc3cn(Cc4ccccc4)nc3c2)OC1(C)C, [Na+], [Na+], CN(C)C=O, c1ccc(P(c2ccccc2)(c2ccccc2)[Pd](P(c2ccccc2)(c2ccccc2)c2ccccc2)(P(c2ccccc2)(c2ccccc2)c2ccccc2)P(c2ccccc2)(c2ccccc2)c2ccccc2)cc1. Yields the product CC(C)(C)OC(=O)NCc1cccc(-c2cc(-c3ccc4cn(Cc5ccccc5)nc4c3)c3c(N)ncnn23)c1. Reaction SMILES: [C:1]([CH3:2])([CH3:3])([CH3:4])[O:5][C:6]([NH:7][CH2:8][c:9]1[cH:10][c:11](-[c:15]2[cH:16][c:17]([Br:25])[c:18]3[c:19]([NH2:24])[n:20][cH:21][n:22][n:23]23)[cH:12][cH:13][cH:14]1)=[O:26].[C:52](=[O:53])([O-:54])[O-:55].[CH2:27]([c:28]1[cH:29][cH:30][cH:31][cH:32][cH:33]1)[n:34]1[n:35][c:36]2[cH:37][c:38]([B:43]3[O:44][C:45]([CH3:46])([CH3:47])[C:48]([CH3:49])([CH3:50])[O:51]3)[cH:39][cH:40][c:41]2[cH:42]1.[Na+:56].[Na+:57].[O:58]=[CH:59][N:60]([CH3:61])[CH3:62].[cH:63]1[cH:64][cH:65][c:66]([P:67]([Pd:68]([P:69]([c:70]2[cH:71][cH:72][cH:73][cH:74][cH:75]2)([c:76]2[cH:77][cH:78][cH:79][cH:80][cH:81]2)[c:82]2[cH:83][cH:84][cH:85][cH:86][cH:87]2)([P:88]([c:89]2[cH:90][cH:91][cH:92][cH:93][cH:94]2)([c:95]2[cH:96][cH:97][cH:98][cH:99][cH:100]2)[c:101]2[cH:102][cH:103][cH:104][cH:105][cH:106]2)[P:107]([c:108]2[cH:109][cH:110][cH:111][cH:112][cH:113]2)([c:114]2[cH:115][cH:116][cH:117][cH:118][cH:119]2)[c:120]2[cH:121][cH:122][cH:123][cH:124][cH:125]2)([c:126]2[cH:127][cH:128][cH:129][cH:130][cH:131]2)[c:132]2[cH:133][cH:134][cH:135][cH:136][cH:137]2)[cH:138][cH:139]1>>[C:1]([CH3:2])([CH3:3])([CH3:4])[O:5][C:6]([NH:7][CH2:8][c:9]1[cH:10][c:11](-[c:15]2[cH:16][c:17](-[c:38]3[cH:37][c:36]4[n:35][n:34]([CH2:27][c:28]5[cH:29][cH:30][cH:31][cH:32][cH:33]5)[cH:42][c:41]4[cH:40][cH:39]3)[c:18]3[c:19]([NH2:24])[n:20][cH:21][n:22][n:23]23)[cH:12][cH:13][cH:14]1)=[O:26]. Yields the product Cc1ccc(N(CC(=O)N(CCO)C(C)C)S(=O)(=O)c2ccc(C(C)(C)C)cc2)cc1. Reactants: Cc1ccc(N(CC(=O)O)S(=O)(=O)c2ccc(C(C)(C)C)cc2)cc1, CC(C)NCCO. RXN SMILES: [C:1]([CH3:2])([CH3:3])([CH3:4])[c:5]1[cH:6][cH:7][c:8]([S:11](=[O:12])(=[O:13])[N:14]([c:15]2[cH:16][cH:17][c:18]([CH3:21])[cH:19][cH:20]2)[CH2:22][C:23](=[O:24])[OH:25])[cH:9][cH:10]1.[CH:26]([CH3:27])([CH3:28])[NH:29][CH2:30][CH2:31][OH:32]>>[C:1]([CH3:2])([CH3:3])([CH3:4])[c:5]1[cH:6][cH:7][c:8]([S:11](=[O:12])(=[O:13])[N:14]([c:15]2[cH:16][cH:17][c:18]([CH3:21])[cH:19][cH:20]2)[CH2:22][C:23](=[O:24])[N:29]([CH:26]([CH3:27])[CH3:28])[CH2:30][CH2:31][OH:32])[cH:9][cH:10]1. Starting materials: CC1([C@@H](NC(S1)C=1OC(=CC1)[N+](=O)[O-])C(=O)O)C (5,5-dimethyl-2-(5-nitro-2-furyl)-thiazolidine-4(S)-carboxylic acid), C(C)(=O)OC(C)=O (acetic anhydride). Run in O (water), O (water). Run at temperature 100 celsius. Product: C(C)(=O)N1[C@@H](SC([C@@H]1C(=O)O)(C)C)C=1OC(=CC1)[N+](=O)[O-] (3-Acetyl-5,5-dimethyl-2(S)-(5-nitro-2-furyl)-thiazolidine-4(S)-carboxylic acid). Isolated yield 84.3%. RXN SMILES: [CH3:1][C:2]1([CH3:18])[S:6][CH:5]([C:7]2[O:8][C:9]([N+:12]([O-:14])=[O:13])=[CH:10][CH:11]=2)[NH:4][C@H:3]1[C:15]([OH:17])=[O:16].[C:19](OC(=O)C)(=[O:21])[CH3:20]>O>[C:19]([N:4]1[C@@H:3]([C:15]([OH:17])=[O:16])[C:2]([CH3:18])([CH3:1])[S:6][C@H:5]1[C:7]1[O:8][C:9]([N+:12]([O-:14])=[O:13])=[CH:10][CH:11]=1)(=[O:21])[CH3:20]. Reported procedure: A solution containing 2.72 g (10 mmoles) of 5,5-dimethyl-2-(5-nitro-2-furyl)-thiazolidine-4(S)-carboxylic acid in 5.6 ml of water is heated to 100° C. on the steam bath. After adding 5.6 ml of acetic anhydride, the mixture is heated for additional 3 minutes. On the addition of water, 2.6 g (84.3%) of the title compound are precipitated, m.p.: 191°14 194° C., [α]D25 =-315.8° (c=0.938, dimethylsulphoxide). Reactants: C[O-].[Na+] (sodium methylate), C(C)S (ethanethiol), COC1=CC=C(OCC2SCCN2C(CCl)=O)C=C1 (2-(4-methoxyphenoxymethyl)-3-α-chloroacetyl-1,3-thiazolidine). Run in CO (MeOH), CO (MeOH). Reaction conditions: temperature 0 celsius, time 10 minute. The product is COC1=CC=C(OCC2SCCN2C(CSCC)=O)C=C1 (2-(4-methoxyphenoxymethyl)-3-ethylmercaptoacetyl- 1,3-thiazolidine). As a reaction SMILES: C[O-].[Na+].[CH2:4]([SH:6])[CH3:5].[CH3:7][O:8][C:9]1[CH:25]=[CH:24][C:12]([O:13][CH2:14][CH:15]2[N:19]([C:20](=[O:23])[CH2:21]Cl)[CH2:18][CH2:17][S:16]2)=[CH:11][CH:10]=1>CO>[CH3:7][O:8][C:9]1[CH:25]=[CH:24][C:12]([O:13][CH2:14][CH:15]2[N:19]([C:20](=[O:23])[CH2:21][S:6][CH2:4][CH3:5])[CH2:18][CH2:17][S:16]2)=[CH:11][CH:10]=1 |f:0.1|. Procedure details: A solution of 0.56 g of sodium methylate is MeOH (5 ml), cooled at 0° C., was treated with 0,71 ml of ethanethiol (CH3CH2SH). After 10 minutes, a solution of 3 g of 2-(4-methoxyphenoxymethyl)-3-α-chloroacetyl-1,3-thiazolidine in 10 ml MeOH was dropped into the mixture. After 30 minutes, the solvent was removed under reduced pressure and the residue was partitioned between 30% NaH2PO4 and ethyl acetate. The organic phase was washed with water, dried over Na2SO4 and concentrated to dryness to yiel... Starting materials: CCN=C=NCCCN(C)C, ClCCl, CNC, CN1CCOCC1, Cl, Cl, Cc1cc(C(=O)O)ncc1C(Sc1ccc(F)cc1)c1c(F)ccc(F)c1F, On1nnc2ccccc21. The product is Cc1cc(C(=O)N(C)C)ncc1C(Sc1ccc(F)cc1)c1c(F)ccc(F)c1F. As a reaction SMILES: [CH2:51]([N:52]=[C:53]=[N:54][CH2:55][CH2:56][CH2:57][N:58]([CH3:59])[CH3:60])[CH3:61].[CH2:62]([Cl:63])[Cl:64].[CH3:30][NH:31][CH3:32].[CH3:43][N:44]1[CH2:45][CH2:46][O:47][CH2:48][CH2:49]1.[ClH:29].[ClH:50].[F:1][c:2]1[cH:3][cH:4][c:5]([S:8][CH:9]([c:10]2[c:11]([CH3:19])[cH:12][c:13]([C:16](=[O:17])[OH:18])[n:14][cH:15]2)[c:20]2[c:21]([F:28])[c:22]([F:27])[cH:23][cH:24][c:25]2[F:26])[cH:6][cH:7]1.[OH:33][n:34]1[c:35]2[cH:36][cH:37][cH:38][cH:39][c:40]2[n:41][n:42]1>>[F:1][c:2]1[cH:3][cH:4][c:5]([S:8][CH:9]([c:10]2[c:11]([CH3:19])[cH:12][c:13]([C:16](=[O:17])[N:31]([CH3:30])[CH3:32])[n:14][cH:15]2)[c:20]2[c:21]([F:28])[c:22]([F:27])[cH:23][cH:24][c:25]2[F:26])[cH:6][cH:7]1. Starting materials: ClC1=C2C3=C(C(NC2=NC=C1)=O)C=CC=C3 (1-Chloro-5H-benzo[c][1,8]naphthyridin-6-one), FC1=CC=C(N)C=C1 (4-fluoroaniline). Product: FC1=CC=C(C=C1)NC1=C2C3=C(C(NC2=NC=C1)=O)C=CC=C3 (1-(4-Fluoro-phenylamino)-5H-benzo[c][1,8]naphthyridin-6-one). The yield is 70.8%. Reaction SMILES: Cl[C:2]1[CH:11]=[CH:10][N:9]=[C:8]2[C:3]=1[C:4]1[CH:16]=[CH:15][CH:14]=[CH:13][C:5]=1[C:6](=[O:12])[NH:7]2.[F:17][C:18]1[CH:24]=[CH:23][C:21]([NH2:22])=[CH:20][CH:19]=1>>[F:17][C:18]1[CH:24]=[CH:23][C:21]([NH:22][C:2]2[CH:11]=[CH:10][N:9]=[C:8]3[C:3]=2[C:4]2[CH:16]=[CH:15][CH:14]=[CH:13][C:5]=2[C:6](=[O:12])[NH:7]3)=[CH:20][CH:19]=1. Procedure details: The title compound was synthesized according to the procedure described for the preparation of Example 188 using Compound 83 (100 mg, 0.43 mmol) and 4-fluoroaniline (96 mg, 0.87 mmol) to provide 202 (93 mg, 70% yield) as a white solid. LC-MS (M+H=306, obsd.=306).